Dataset: the Open Reaction Database (ORD), a public repository of structured organic reaction records. Task: describe an organic reaction: reactants, conditions, products, and yield The reactants are C1(=CC=C(C=C1)S(=O)(=O)N=S(C1=CC=CC=C1)C1=CC=CC=C1)C (N-p-toluenesulfonyldiphenylsulfilimine), F[B-](F)(F)F.C[O+](C)C (trimethyloxonium tetrafluoroborate). Run in C(Cl)Cl (methylene chloride). Conditions: time 8 hour. Product: F[B-](F)(F)F.C1(=CC=C(C=C1)S(=O)(=O)N(C)[S+](C1=CC=CC=C1)C1=CC=CC=C1)C (N-p-toluenesulfonyl-N-methylaminodiphenylsulfonium tetrafluoroborate). Reaction SMILES: [C:1]1([CH3:24])[CH:6]=[CH:5][C:4]([S:7]([N:10]=[S:11]([C:18]2[CH:23]=[CH:22][CH:21]=[CH:20][CH:19]=2)[C:12]2[CH:17]=[CH:16][CH:15]=[CH:14][CH:13]=2)(=[O:9])=[O:8])=[CH:3][CH:2]=1.[F:25][B-:26]([F:29])([F:28])[F:27].[CH3:30][O+](C)C>C(Cl)Cl>[F:25][B-:26]([F:29])([F:28])[F:27].[C:1]1([CH3:24])[CH:2]=[CH:3][C:4]([S:7]([N:10]([S+:11]([C:18]2[CH:19]=[CH:20][CH:21]=[CH:22][CH:23]=2)[C:12]2[CH:17]=[CH:16][CH:15]=[CH:14][CH:13]=2)[CH3:30])(=[O:8])=[O:9])=[CH:5][CH:6]=1 |f:1.2,4.5|. Procedure: 10.65 g (0.03 mol) of N-p-toluenesulfonyldiphenylsulfilimine were dissolved in 40 ml of dry methylene chloride, and 4.44 g (0.03 mol) of trimethyloxonium tetrafluoroborate were added. After stirring overnight and concentrating, the reaction product formed a crystalline precipitate. Drying under reduced pressure left 11.45 g of the salt (IV). Analysis and properties are indicated in Table 1. Reactants: CO, [Cl-], COc1cc2ncnc(Nc3ccc(Cl)cc3)c2c([N+](=O)[O-])c1OC, ClC(Cl)Cl, [NH4+], O. Product: COc1cc2ncnc(Nc3ccc(Cl)cc3)c2c(N)c1OC. RXN SMILES: [CH3:33][OH:34].[Cl-:26].[Cl:1][c:2]1[cH:3][cH:4][c:5]([NH:8][c:9]2[n:10][cH:11][n:12][c:13]3[cH:14][c:15]([O:24][CH3:25])[c:16]([O:22][CH3:23])[c:17]([N+:19]([O-:20])=[O:21])[c:18]23)[cH:6][cH:7]1.[Cl:29][CH:30]([Cl:31])[Cl:32].[NH4+:27].[OH2:28]>>[Cl:1][c:2]1[cH:3][cH:4][c:5]([NH:8][c:9]2[n:10][cH:11][n:12][c:13]3[cH:14][c:15]([O:24][CH3:25])[c:16]([O:22][CH3:23])[c:17]([NH2:19])[c:18]23)[cH:6][cH:7]1.